This data is from the Open Reaction Database (ORD), a public repository of structured organic reaction records. The task is: describe an organic reaction: reactants, conditions, products, and yield Starting materials: C([O-])([O-])=O.[Li+].[Li+] (lithium carbonate), FC1=C(C#N)C=CC(=C1)F (2,4-difluorobenzonitrile), OC(C)(C)[C@@H]1[C@@H](NCC1)C ((2S,3S)-3-(1-hydroxy-1-methylethyl)-2-methylpyrrolidine). Yields the product FC1=C(C#N)C=CC(=C1)N1[C@H]([C@H](CC1)C(C)(C)O)C (2-fluoro-4-[(2S,3S)-3-(1-hydroxy-1-methylethyl)-2-methylpyrrolidin-1-yl]benzonitrile), solid. RXN SMILES: [F:1][C:2]1[CH:9]=[C:8](F)[CH:7]=[CH:6][C:3]=1[C:4]#[N:5].[OH:11][C:12]([C@H:15]1[CH2:19][CH2:18][NH:17][C@H:16]1[CH3:20])([CH3:14])[CH3:13].C(=O)([O-])[O-].[Li+].[Li+]>>[F:1][C:2]1[CH:9]=[C:8]([N:17]2[CH2:18][CH2:19][C@H:15]([C:12]([OH:11])([CH3:14])[CH3:13])[C@@H:16]2[CH3:20])[CH:7]=[CH:6][C:3]=1[C:4]#[N:5] |f:2.3.4|. Reported procedure: Using 2,4-difluorobenzonitrile (696 mg), (2S,3S)-3-(1-hydroxy-1-methylethyl)-2-methylpyrrolidine 1/2 oxalate (1.04 g) and lithium carbonate (784 mg), the title compound was obtained as a colorless solid (yield: 838 mg) by an operation similar to that in Example 3.